Dataset: the Open Reaction Database (ORD), a public repository of structured organic reaction records. Task: describe an organic reaction: reactants, conditions, products, and yield The product is BrC1=C(C=C(C=C1)S)Cl (4-Bromo-3-chloro-benzenethiol). Run at temperature 0 celsius, time 16 hour. The yield is 32.3%. Reported procedure: 4-Bromo-3-chloro-benzenesulfonyl chloride (3.78 g, 13.0 mmol) was dissolved in dichloromethane (40 ml) and DMF (1.0 ml) was added. The mixture was cooled to 0° C. under argon and triphenylphosphine (10.26 g, 39.0 mmol) was added slowly, then the mixture was allowed to return to room temperature with stirring over 16 h. Hydrochloric acid (1 M, 75 ml) was added and the layers were separated. The organic layer was concentrated and the residue suspended in 1 M aqueous sodium hydroxide (75 ml) and fi... The reactants are Cl (Hydrochloric acid), BrC1=C(C=C(C=C1)S(=O)(=O)Cl)Cl (4-Bromo-3-chloro-benzenesulfonyl chloride), C1(=CC=CC=C1)P(C1=CC=CC=C1)C1=CC=CC=C1 (triphenylphosphine), CN(C)C=O (DMF). As a reaction SMILES: [Br:1][C:2]1[CH:7]=[CH:6][C:5]([S:8](Cl)(=O)=O)=[CH:4][C:3]=1[Cl:12].CN(C=O)C.C1(P(C2C=CC=CC=2)C2C=CC=CC=2)C=CC=CC=1.Cl>ClCCl>[Br:1][C:2]1[CH:7]=[CH:6][C:5]([SH:8])=[CH:4][C:3]=1[Cl:12]. Run in ClCCl (dichloromethane). Starting materials: COC(=O)C=Cc1ccc(OC(C)=O)cc1, CN(N=O)C(=N)N[N+](=O)[O-], CCOCC, CC(=O)O, [K+], C=[N+]=[N-], CC(=O)[O-], CC(=O)[O-], C1CCOC1, [OH-], [Pd+2]. Product: COC(=O)C1CC1c1ccc(OC(C)=O)cc1. Reaction SMILES: [C:1]([CH3:2])(=[O:3])[O:4][c:5]1[cH:6][cH:7][c:8]([CH:11]=[CH:12][C:13](=[O:14])[O:15][CH3:16])[cH:9][cH:10]1.[CH3:20][N:21]([N:22]=[O:23])[C:24]([NH:25][N+:26]([O-:27])=[O:28])=[NH:29].[CH3:37][CH2:38][O:39][CH2:40][CH3:41].[CH3:51][C:52](=[O:53])[OH:54].[K+:31].[N+:17](=[N-:18])=[CH2:19].[O-:43][C:44]([CH3:45])=[O:46].[O-:47][C:48]([CH3:49])=[O:50].[O:32]1[CH2:33][CH2:34][CH2:35][CH2:36]1.[OH-:30].[Pd+2:42]>>[C:1]([CH3:2])(=[O:3])[O:4][c:5]1[cH:6][cH:7][c:8]([CH:11]2[CH:12]([C:13](=[O:14])[O:15][CH3:16])[CH2:19]2)[cH:9][cH:10]1. Starting materials: C(C1=CC=CC=C1)N(S(=O)(=O)C1=C(C=CC=C1)[N+](=O)[O-])CCC=1N(C(NC1)=S)[C@H]1COC2=C(C=C(C=C2C1)F)F ((R)—N-benzyl-N-(2-(3-(6,8-difluorochroman-3-yl)-2-thioxo-2,3-dihydro-1H-imidazol-4-yl)ethyl)-2-nitrobenzenesulfonamide), [OH-].[K+] (KOH), CO (methanol), [OH-].[K+] (potassium hydroxide), SCC(=O)O (2-mercaptoacetic acid). Solvent: CS(=O)C (DMSO), O (water), O (water). Reaction conditions: time 10 minute. The product is C(C1=CC=CC=C1)NCCC1=CNC(N1[C@H]1COC2=C(C=C(C=C2C1)F)F)=S ((R)-5-(2-(benzylamino)ethyl)-1-(6,8-difluorochroman-3-yl)-1H-imidazole-2(3H)-thione). The yield is 96.0%. RXN SMILES: [OH-].[K+].SCC(O)=O.[CH2:8]([N:15]([CH2:28][CH2:29][C:30]1[N:31]([C@@H:36]2[CH2:45][C:44]3[C:39](=[C:40]([F:47])[CH:41]=[C:42]([F:46])[CH:43]=3)[O:38][CH2:37]2)[C:32](=[S:35])[NH:33][CH:34]=1)S(C1C=CC=CC=1[N+]([O-])=O)(=O)=O)[C:9]1[CH:14]=[CH:13][CH:12]=[CH:11][CH:10]=1.CO>O.CS(C)=O>[CH2:8]([NH:15][CH2:28][CH2:29][C:30]1[N:31]([C@@H:36]2[CH2:45][C:44]3[C:39](=[C:40]([F:47])[CH:41]=[C:42]([F:46])[CH:43]=3)[O:38][CH2:37]2)[C:32](=[S:35])[NH:33][CH:34]=1)[C:9]1[CH:14]=[CH:13][CH:12]=[CH:11][CH:10]=1 |f:0.1|. Reported procedure: To a solution of potassium hydroxide (5M aqueous solution, 52.5 ml, 263 mmol) in water at 10° C. was added dropwise 2-mercaptoacetic acid (8.30 ml, 119 mmol). The resulting solution was stirred at room temperature for 10 minutes and a solution of (R)—N-benzyl-N-(2-(3-(6,8-difluorochroman-3-yl)-2-thioxo-2,3-dihydro-1H-imidazol-4-yl)ethyl)-2-nitrobenzenesulfonamide (28 g, 47.7 mmol) in DMSO (150 ml) was added dropwise over 20 minutes. During the addition of KOH, an exothermic event was observed. T... Starting materials: ClCC(=O)C1=C(C=CC=C1)C (2-chloro-1-(2'-methylphenyl) ethanone), ClCC(O)C1=C(C=CC=C1)C ((-)-2-chloro-1-(2'-methylphenyl) ethanol), ClCC(O)C1=CC(=CC=C1)C ((-)-2-chloro-1-(3'-methylphenyl) ethanol), ClCC(=O)C1=CC(=CC=C1)C (2-chloro-1-(3'-methylphenyl) ethanone), ClCC(=O)C1=CC=C(C=C1)C (2-chloro-1-(4'-methylphenyl) ethanone). Product: ClCC(O)C1=CC=C(C=C1)C ((-)-2-chloro-1-(4'-methylphenyl) ethanol). Reaction SMILES: ClCC(C1C=CC=CC=1C)=O.ClCC(C1C=CC=C(C)C=1)=O.[Cl:23][CH2:24][C:25]([C:27]1[CH:32]=[CH:31][C:30]([CH3:33])=[CH:29][CH:28]=1)=[O:26].ClCC(C1C=CC=CC=1C)O.ClCC(C1C=CC=C(C)C=1)O>>[Cl:23][CH2:24][CH:25]([C:27]1[CH:32]=[CH:31][C:30]([CH3:33])=[CH:29][CH:28]=1)[OH:26]. Reported procedure: Cultivation, reaction and purification were carried out in the same way as described in Example 9 except that 2-chloro-1-(2'-methylphenyl) ethanone, 2-chloro-1-(3'-methylphenyl) ethanone, 2-chloro-1-(4'-methylphenyl) ethanone were used as substrate, and (-)-2-chloro-1-(2'-methylphenyl) ethanol, (-)-2-chloro-1-(3'-methylphenyl) ethanol, (-)-2-chloro-1-(4'-methylphenyl) ethanol were obtained. The yield, specific rotation and optical purity determined by high-performance liquid chromatography were ... Reactants: N1C=NC(=C1)C=O (1-H-imidazole-4-carboxaldehyde), COC(C1=CC=C(C=C1)CBr)=O (4-bromomethylbenzoic acid methyl ester), [H-].[Na+] (NaH). The solvent is CN(C)C=O (DMF), CN(C)C=O (DMF), CN(C)C=O (DMF). Reaction conditions: time 0.5 hour. Yields the product COC(C1=CC=C(C=C1)CN1C=NC=C1C=O)=O (4-(5-Formyl-imidazol-1-ylmethyl)-benzoic acid methyl ester). Reaction SMILES: [H-].[Na+].[NH:3]1[CH:7]=[C:6]([CH:8]=[O:9])[N:5]=[CH:4]1.[CH3:10][O:11][C:12](=[O:21])[C:13]1[CH:18]=[CH:17][C:16]([CH2:19]Br)=[CH:15][CH:14]=1>CN(C=O)C>[CH3:10][O:11][C:12](=[O:21])[C:13]1[CH:18]=[CH:17][C:16]([CH2:19][N:5]2[C:6]([CH:8]=[O:9])=[CH:7][N:3]=[CH:4]2)=[CH:15][CH:14]=1 |f:0.1|. Procedure: To a suspension of NaH 60% (37.65 g, 0.94 mol) in DMF (175 ml) was carefully added a solution of 1-H-imidazole-4-carboxaldehyde (75.36 g, 0.784 mol) in DMF (350 ml). The mixture was stirred at room temperature for 0.5 h, then a solution of 4-bromomethylbenzoic acid methyl ester (215.6 g, 0.94 mol) in DMF (475 ml) was added and the reaction was stirred overnight. The solvent was evaporated under vacuum, the residue taken in ethyl acetate and water. The organic phase was separated, washed with bri...